This data is from the Open Reaction Database (ORD), a public repository of structured organic reaction records. The task is: describe an organic reaction: reactants, conditions, products, and yield Starting materials: CC(=O)OI1(C=2C=CC=CC2C(=O)O1)(OC(=O)C)OC(=O)C (Dess-Martin periodinane), C(C1=CC=CC=C1)OC1=CC=C(C=C1)C(O)C=1N(N=NC1)C ((4-(Benzyloxy)phenyl)(3-methyl-3H-1,2,3-triazol-4-yl)methanol). Run in C(Cl)Cl (DCM). Conditions: time 1 hour. Product: C(C1=CC=CC=C1)OC1=CC=C(C=C1)C(=O)C=1N(N=NC1)C ((4-(Benzyloxy)phenyl)(3-methyl-3H-1,2,3-triazol-4-yl)methanone). The yield is 94.8%. Reaction SMILES: CC(OI1(OC(C)=O)(OC(C)=O)OC(=O)C2C=CC=CC1=2)=O.[CH2:23]([O:30][C:31]1[CH:36]=[CH:35][C:34]([CH:37]([C:39]2[N:40]([CH3:44])[N:41]=[N:42][CH:43]=2)[OH:38])=[CH:33][CH:32]=1)[C:24]1[CH:29]=[CH:28][CH:27]=[CH:26][CH:25]=1>C(Cl)Cl>[CH2:23]([O:30][C:31]1[CH:36]=[CH:35][C:34]([C:37]([C:39]2[N:40]([CH3:44])[N:41]=[N:42][CH:43]=2)=[O:38])=[CH:33][CH:32]=1)[C:24]1[CH:25]=[CH:26][CH:27]=[CH:28][CH:29]=1. Procedure details: Dess-Martin periodinane (8 g, 19 mmol) was added to a solution of 73.2 (˜15.5 mmol) in DCM (80 mL). After 1 hour, the reaction mixture was concentrated with silica gel and chromatographed (silica gel, 1:2 EtOAc/hexane) to obtain compound 73.3 (4.3 g, 14.7 mmol). MS ESI (pos.) m/e: 294.1 (M+H).